This data is from the Open Reaction Database (ORD), a public repository of structured organic reaction records. The task is: describe an organic reaction: reactants, conditions, products, and yield The reactants are CCCCc1nc2c(N)nc3ccccc3c2n1CCCCCSC, ClC(Cl)Cl, O=C(OO)c1cccc(Cl)c1, O=C(O)c1cccc(Cl)c1. Yields the product CCCCc1nc2c(N)nc3ccccc3c2n1CCCCCS(C)=O. Reaction SMILES: [CH2:1]([CH2:2][CH2:3][CH3:4])[c:5]1[n:6]([CH2:19][CH2:20][CH2:21][CH2:22][CH2:23][S:24][CH3:25])[c:7]2[c:8]([c:9]([NH2:17])[n:10][c:11]3[cH:12][cH:13][cH:14][cH:15][c:16]23)[n:18]1.[CH:47]([Cl:48])([Cl:49])[Cl:50].[OH:26][O:27][C:28]([c:29]1[cH:30][c:31]([Cl:32])[cH:33][cH:34][cH:35]1)=[O:36].[OH:37][C:38]([c:39]1[cH:40][c:41]([Cl:42])[cH:43][cH:44][cH:45]1)=[O:46]>>[CH2:1]([CH2:2][CH2:3][CH3:4])[c:5]1[n:6]([CH2:19][CH2:20][CH2:21][CH2:22][CH2:23][S:24]([CH3:25])=[O:26])[c:7]2[c:8]([c:9]([NH2:17])[n:10][c:11]3[cH:12][cH:13][cH:14][cH:15][c:16]23)[n:18]1. The reactants are C1(CCCCC1)C1=CC=C(C(=O)N2CC=3N(CC4=C2C=CC=C4)C=CC3)C=C1 (10-(4-cyclohexyl-benzoyl)-10,11-dihydro-5H-pyrrolo[2,1-c][1,4]benzodiazepine), C(C(=O)Cl)(=O)Cl (oxalyl chloride), C1CCN(CC1)C2CCNCC2 (4-(1-piperidino) piperidine). Solvent: ClCCl (dichloromethane). Run at time 3 hour. The product is N1(CCCCC1)C1CCN(CC1)C(C(=O)C1=CC=C2CN(C3=C(CN21)C=CC=C3)C(C3=CC=C(C=C3)C3CCCCC3)=O)=O (1-[1.4′]Bipiperidinyl-1′-yl-2-[10-(4-cyclohexyl-benzoyl)-10,11-dihydro-5H-pyrrolo[2,1-c][1,4]benzodiazepin-3-yl]-ethane-1,2-dione). The yield is 27.1%. As a reaction SMILES: [CH:1]1([C:7]2[CH:28]=[CH:27][C:10]([C:11]([N:13]3[C:19]4[CH:20]=[CH:21][CH:22]=[CH:23][C:18]=4[CH2:17][N:16]4[CH:24]=[CH:25][CH:26]=[C:15]4[CH2:14]3)=[O:12])=[CH:9][CH:8]=2)[CH2:6][CH2:5][CH2:4][CH2:3][CH2:2]1.[C:29](Cl)(=[O:33])[C:30](Cl)=[O:31].[CH2:35]1[CH2:40][CH2:39][N:38]([CH:41]2[CH2:46][CH2:45][NH:44][CH2:43][CH2:42]2)[CH2:37][CH2:36]1>ClCCl>[N:38]1([CH:41]2[CH2:46][CH2:45][N:44]([C:29](=[O:33])[C:30]([C:24]3[N:16]4[C:15]([CH2:14][N:13]([C:11](=[O:12])[C:10]5[CH:27]=[CH:28][C:7]([CH:1]6[CH2:2][CH2:3][CH2:4][CH2:5][CH2:6]6)=[CH:8][CH:9]=5)[C:19]5[CH:20]=[CH:21][CH:22]=[CH:23][C:18]=5[CH2:17]4)=[CH:26][CH:25]=3)=[O:31])[CH2:43][CH2:42]2)[CH2:39][CH2:40][CH2:35][CH2:36][CH2:37]1. Procedure details: To a stirred solution of 10-(4-cyclohexyl-benzoyl)-10,11-dihydro-5H-pyrrolo[2,1-c][1,4]benzodiazepine of Example 4 (1.0 g) in dichloromethane (20 mL) was added oxalyl chloride (0.34 g). The reaction mixture was allowed to stir at room temperature for three hours, and then 4-(1-piperidino) piperidine (0.91 g) was added. After stirring overnight at room temperature, the mixture was washed with water and saturated aqueous sodium bicarbonate and dried over anhydrous sodium sulfate. The solution was ...